Dataset: the Open Reaction Database (ORD), a public repository of structured organic reaction records. Task: describe an organic reaction: reactants, conditions, products, and yield The reactants are ClC=1C(=C(C(=C2C1C(=O)OC2=O)Cl)Cl)Cl (tetrachlorophthalic anhydride), C(C)N1C(=CC2=CC=CC=C12)C (1-ethyl-2-methylindole), [Cl-].[Al+3].[Cl-].[Cl-] (aluminum chloride). The solvent is C1=CC=CC=C1 (benzene). Reaction conditions: time 8 hour. Yields the product C(C)N1C(=C(C2=CC=CC=C12)C(=O)C1=C(C(=O)O)C(=C(C(=C1Cl)Cl)Cl)Cl)C (2-[(1-ethyl-2-methyl-3-indolyl)carbonyl]-3,4,5,6-tetrachlorobenzoic acid). Isolated yield 89.9%. As a reaction SMILES: [Cl:1][C:2]1[C:3]([Cl:15])=[C:4]([Cl:14])[C:5]([Cl:13])=[C:6]2[C:11](=[O:12])[O:10][C:8](=[O:9])[C:7]=12.[CH2:16]([N:18]1[C:26]2[C:21](=[CH:22][CH:23]=[CH:24][CH:25]=2)[CH:20]=[C:19]1[CH3:27])[CH3:17].[Cl-].[Al+3].[Cl-].[Cl-]>C1C=CC=CC=1>[CH2:16]([N:18]1[C:26]2[C:21](=[CH:22][CH:23]=[CH:24][CH:25]=2)[C:20]([C:11]([C:6]2[C:5]([Cl:13])=[C:4]([Cl:14])[C:3]([Cl:15])=[C:2]([Cl:1])[C:7]=2[C:8]([OH:10])=[O:9])=[O:12])=[C:19]1[CH3:27])[CH3:17] |f:2.3.4.5|. Procedure: To a stirred suspension of 9.66 g (0.017 mole) of tetrachlorophthalic anhydride and 13.5 g (0.034 mole) of 80 percent active 1-ethyl-2-methylindole in 30 ml of benzene maintained at 0°-5° C. by means of an ice bath, 10.6 g (0.079 mole) of aluminum chloride was added in small increments. The reaction mixture was then maintained at 0° to 5° C. for an additional twenty minutes, allowed to warm to room temperature and stirred overnight. The mixture was transferred to a beaker and triturated successi...